The task is: describe an organic reaction: reactants, conditions, products, and yield. This data is from the Open Reaction Database (ORD), a public repository of structured organic reaction records. Starting materials: COC1=C(C=CC(=C1)C2=CC(=C(C=C2)N)OC)N (Dianisidine), CC(C)C[C@@H](C(=O)N[C@@H](CC1=CC=CC=C1)C(=O)O)NC(=O)[C@H](CCSC)NC=O (fMLP), COC1=C(C=CC(=C1)C2=CC(=C(C=C2)N)OC)N (dianisidine), COC1=C(C=CC(=C1)C2=CC(=C(C=C2)N)OC)N (Dianisidine), C(CC(O)(C(=O)[O-])CC(=O)[O-])(=O)[O-] (citrate), COC1=C(C=CC(=C1)C2=CC(=C(C=C2)N)OC)N (o-dianisidine), OO (hydrogen peroxide), crystal-cell. Run at temperature 37 celsius, time 10 second. Product: CC1=CC(=O)C2=C(C=CC=C2O)C1=O (Plumbagin). RXN SMILES: [CH3:1][CH:2](C[C@H](NC([C@@H](NC=O)CCSC)=O)C(N[C@H](C(O)=O)CC1C=CC=CC=1)=O)[CH3:3].CO[C:33]1C=C(C2C=CC(N)=C(OC)C=2)C=C[C:34]=1N.[OH:49]O.[C:51]([O-:63])(=O)[CH2:52][C:53]([CH2:58][C:59]([O-])=O)([C:55]([O-:57])=O)O>>[CH3:33][C:34]1[C:51](=[O:63])[C:52]2[CH:1]=[CH:2][CH:3]=[C:55]([OH:57])[C:53]=2[C:58](=[O:49])[CH:59]=1. Reported procedure: Eppendorf tubes containing either 25 mg of CPPD or 1 uM fMLP (with 0.5 uM cytochalasin B) were maintained at 37° C. To the tubes were added 0.5 mL of cells at 37° C. followed by shaking to initiate the reactions. At appropriate times, tubes were centrifuged at 10,000× g for 10 s and 0.4 mL of supernatant was stored at −20° C. for later assay. Myeloperoxidase (MPO) activity was measured by the increase in absorbance at 450 nm that accompanies the oxidation of o-dianisidine. Dianisidine (7.8 mg) w... Reactants: O (H2O), O (water), FC1=CC(=C(C=C1F)C1=CC=C(C=C1)OCC1=C2C=NN(C2=CC=C1)C1OCCCC1)OC (4-(4′,5′-Difluoro-2′-methoxy-biphenyl-4-yloxymethyl)-1-(tetrahydro-pyran-2-yl)-1H-indazole), Cl (HCl), CCOC(=O)C (EtOAc). Run in CO (MeOH). The product is FC1=CC(=C(C=C1F)C1=CC=C(C=C1)OCC1=C2C=NNC2=CC=C1)OC (4-(4′,5′-difluoro-2′-methoxy-biphenyl-4-yloxymethyl)-1H-indazole). Yield: 73.8%. As a reaction SMILES: [F:1][C:2]1[C:7]([F:8])=[CH:6][C:5]([C:9]2[CH:14]=[CH:13][C:12]([O:15][CH2:16][C:17]3[CH:25]=[CH:24][CH:23]=[C:22]4[C:18]=3[CH:19]=[N:20][N:21]4C3CCCCO3)=[CH:11][CH:10]=2)=[C:4]([O:32][CH3:33])[CH:3]=1.Cl.CCOC(C)=O.O>CO>[F:1][C:2]1[C:7]([F:8])=[CH:6][C:5]([C:9]2[CH:10]=[CH:11][C:12]([O:15][CH2:16][C:17]3[CH:25]=[CH:24][CH:23]=[C:22]4[C:18]=3[CH:19]=[N:20][NH:21]4)=[CH:13][CH:14]=2)=[C:4]([O:32][CH3:33])[CH:3]=1. Procedure: 4-(4′,5′-Difluoro-2′-methoxy-biphenyl-4-yloxymethyl)-1-(tetrahydro-pyran-2-yl)-1H-indazole (0.4 g, 0.888 mmol) and 1N HCl (1.8 mL, 1.8 mmol) in 10 mL MeOH were heated to reflux for 5 hrs. The reaction was cooled and distributed between EtOAc and H2O. The water layer was made basic to pH 12 and the organic layer was separated and concentrated in vacuo. The crude product was purified by flash chromatography with a gradient from 20-100% ethyl acetate in hexanes to yield 4-(4′,5′-difluoro-2′-methoxy... Product: CN(CCON)C(=O)OC(C)(C)C. Reaction SMILES: [C:1]([CH3:2])([CH3:3])([CH3:4])[O:5][C:6]([N:7]([CH3:8])[CH2:9][CH2:10][O:11][N:12]1[C:13](=[O:14])[c:15]2[c:16]([cH:17][cH:18][cH:19][cH:20]2)[C:21]1=[O:22])=[O:23].[CH3:24][NH:25][NH2:26].[CH3:27][CH2:28][O:29][CH2:30][CH3:31].[Cl:32][CH2:33][Cl:34]>>[C:1]([CH3:2])([CH3:3])([CH3:4])[O:5][C:6]([N:7]([CH3:8])[CH2:9][CH2:10][O:11][NH2:12])=[O:23]. Starting materials: CN(CCON1C(=O)c2ccccc2C1=O)C(=O)OC(C)(C)C, CNN, CCOCC, ClCCl. Starting materials: CN(C(=N)N[N+](=O)[O-])N=O (1-methyl-3-nitro-1-nitrosoguanidine), C(C1=CC=CC=C1)NC(\C=C\C)=O ((2E)-N-benzylbut-2-enamide), [OH-].[K+] (KOH). The reagents and catalysts are CC(=O)[O-].CC(=O)[O-].[Pd+2] (Pd(OAc)2). The solvent is CCOCC (Et2O). Run at time 5 minute. Product: C(C1=CC=CC=C1)NC(=O)[C@H]1[C@@H](C1)C (N-benzyl-trans-2-methylcyclopropanecarboxamide). RXN SMILES: [OH-].[K+].[CH3:3]N(N=O)C(N[N+]([O-])=O)=N.[CH2:13]([NH:20][C:21](=[O:25])/[CH:22]=[CH:23]/[CH3:24])[C:14]1[CH:19]=[CH:18][CH:17]=[CH:16][CH:15]=1>CC([O-])=O.CC([O-])=O.[Pd+2].CCOCC>[CH2:13]([NH:20][C:21]([C@@H:22]1[CH2:24][C@H:23]1[CH3:3])=[O:25])[C:14]1[CH:19]=[CH:18][CH:17]=[CH:16][CH:15]=1 |f:0.1,4.5.6|. Procedure: In an Erlenmeyer flask containing Et2O (300 mL) and aq. 40% KOH (111 mL) with vigorous stirring was added 1-methyl-3-nitro-1-nitrosoguanidine (11.1 g, 67 mmol) portionwise over 5 min. at rt. Upon complete addition stirring was ceased and the aq. layer frozen in a −78° bath. The ether layer was decanted into an Erlenmeyer with KOH pellets. The contents allowed to stand for 5 min., decanted into a third flask with KOH pellets and then poured onto a Et2O/THF solution (200 mL/50 mL) containing (2E)-... The reactants are CO, Cc1ccnc(N)c1[N+](=O)[O-], [OH-], [OH-], [Pd+2]. Yields the product Cc1ccnc(N)c1N. Reaction SMILES: [CH3:12][OH:13].[NH2:1][c:2]1[n:3][cH:4][cH:5][c:6]([CH3:11])[c:7]1[N+:8]([O-:9])=[O:10].[OH-:14].[OH-:16].[Pd+2:15]>>[NH2:1][c:2]1[n:3][cH:4][cH:5][c:6]([CH3:11])[c:7]1[NH2:8]. Reactants: COCCOCCS, NS(=O)(=O)c1ccc(F)c(Cl)c1, [H-], [Na+], C1CCOC1, O. Yields the product COCCOCCSc1ccc(S(N)(=O)=O)cc1Cl. As a reaction SMILES: [CH3:3][O:4][CH2:5][CH2:6][O:7][CH2:8][CH2:9][SH:10].[Cl:11][c:12]1[cH:13][c:14]([S:19](=[O:20])(=[O:21])[NH2:22])[cH:15][cH:16][c:17]1[F:18].[H-:1].[Na+:2].[O:24]1[CH2:25][CH2:26][CH2:27][CH2:28]1.[OH2:23]>>[CH3:3][O:4][CH2:5][CH2:6][O:7][CH2:8][CH2:9][S:10][c:17]1[c:12]([Cl:11])[cH:13][c:14]([S:19](=[O:20])(=[O:21])[NH2:22])[cH:15][cH:16]1. Reactants: C1(=CC=CC=C1)C=C1CS(CC(C1=O)=CC1=CC=CC=C1)(=O)=O (tetrahydro-3,5-bis-(phenylmethylene)-4H-thiopyran-4-one-1,1-dioxide), NN (hydrazine). The solvent is CO (methanol). Yields the product C1(=CC=CC=C1)C1C2C(=NN1)C(CS(C2)(=O)=O)=CC2=CC=CC=C2 (2,3,3a,4,6,7-Hexahydro-3-phenyl-7-(phenylmethylene)thiopyrano[4,3-c]pyrazole-5,5dioxide). The yield is 90.1%. Reaction SMILES: [C:1]1([CH:7]=[C:8]2[C:13](=O)[C:12](=[CH:15][C:16]3[CH:21]=[CH:20][CH:19]=[CH:18][CH:17]=3)[CH2:11][S:10](=[O:23])(=[O:22])[CH2:9]2)[CH:6]=[CH:5][CH:4]=[CH:3][CH:2]=1.[NH2:24][NH2:25]>CO>[C:1]1([CH:7]2[NH:25][N:24]=[C:13]3[C:12](=[CH:15][C:16]4[CH:21]=[CH:20][CH:19]=[CH:18][CH:17]=4)[CH2:11][S:10](=[O:23])(=[O:22])[CH2:9][CH:8]23)[CH:6]=[CH:5][CH:4]=[CH:3][CH:2]=1. Procedure details: A mixture of 5.0g of tetrahydro-3,5-bis-(phenylmethylene)-4H-thiopyran-4-one-1,1-dioxide and 600mg of anhydrous hydrazine in 300ml of methanol is heated at reflux temperature for 2 hours. The mixture is cooled in an ice bath, filtered, and the product is washed with fresh methanol. The filtrate and washings are concentrated to about 100ml and cooled in an ice bath, yielding an additional small amount of product. The combined yield is 4.7g of the title compound, melting point 202°-208°C, dec.